Dataset: the Open Reaction Database (ORD), a public repository of structured organic reaction records. Task: describe an organic reaction: reactants, conditions, products, and yield Starting materials: CC(CB(O)O)C ((2-methylpropyl)boronic acid), C(#N)C=1C=C(C(=O)OC)C=CC1OS(=O)(=O)C(F)(F)F (methyl 3-cyano-4-{[(trifluoromethyl)sulfonyl]oxy}benzoate), C(=O)([O-])[O-].[Cs+].[Cs+] (Cs2CO3). Reagents/catalysts: C1=CC=C(C=C1)P([C-]2C=CC=C2)C3=CC=CC=C3.C1=CC=C(C=C1)P([C-]2C=CC=C2)C3=CC=CC=C3.Cl[Pd]Cl.[Fe+2].C(Cl)Cl (PdCl2(dppf) CH2Cl2). Run in C1(=CC=CC=C1)C (toluene), O (water). Reaction conditions: temperature 100 celsius, time 12 hour. Product: C(#N)C=1C=C(C(=O)OC)C=CC1CC(C)C (methyl 3-cyano-4-(2-methylpropyl)benzoate). The yield is 81.3%. RXN SMILES: [CH3:1][CH:2]([CH3:7])[CH2:3]B(O)O.[C:8]([C:10]1[CH:11]=[C:12]([CH:17]=[CH:18][C:19]=1OS(C(F)(F)F)(=O)=O)[C:13]([O:15][CH3:16])=[O:14])#[N:9].C([O-])([O-])=O.[Cs+].[Cs+]>C1(C)C=CC=CC=1.O.C1C=CC(P(C2C=CC=CC=2)[C-]2C=CC=C2)=CC=1.C1C=CC(P(C2C=CC=CC=2)[C-]2C=CC=C2)=CC=1.Cl[Pd]Cl.[Fe+2].C(Cl)Cl>[C:8]([C:10]1[CH:11]=[C:12]([CH:17]=[CH:18][C:19]=1[CH2:1][CH:2]([CH3:7])[CH3:3])[C:13]([O:15][CH3:16])=[O:14])#[N:9] |f:2.3.4,7.8.9.10.11|. Procedure details: To a solution of (2-methylpropyl)boronic acid (0.508 g), methyl 3-cyano-4-{[(trifluoromethyl)sulfonyl]oxy}benzoate (D22) (1.4 g) and Cs2CO3 (4.43 g) in toluene (10 mL) and water (1 mL) stirred under nitrogen at room temperature was added PdCl2(dppf)-CH2Cl2 adduct (0.370 g). The reaction mixture was stirred at 100° C. for 12 h. The solvent was removed under reduced pressure. The residue was dissolved in EA (80 mL) and washed with water and brine, dried over anhydrous Na2SO4. The solution was conc... Starting materials: O=C(CBr)c1ccccc1, CCCCc1nc(C)[nH]c(=O)c1Cc1ccc(-c2ccccc2C#N)cc1, CN(C)C=O, CCOC(C)=O, [H-], [Na+]. Yields the product CCCCc1nc(C)n(CC(=O)c2ccccc2)c(=O)c1Cc1ccc(-c2ccccc2C#N)cc1. As a reaction SMILES: [Br:35][CH2:36][C:37](=[O:38])[c:39]1[cH:40][cH:41][cH:42][cH:43][cH:44]1.[CH2:1]([CH2:2][CH2:3][CH3:4])[c:5]1[n:6][c:7]([CH3:27])[nH:8][c:9](=[O:26])[c:10]1[CH2:11][c:12]1[cH:13][cH:14][c:15](-[c:18]2[c:19]([C:24]#[N:25])[cH:20][cH:21][cH:22][cH:23]2)[cH:16][cH:17]1.[CH3:30][N:31]([CH3:32])[CH:33]=[O:34].[CH3:45][CH2:46][O:47][C:48](=[O:49])[CH3:50].[H-:28].[Na+:29]>>[CH2:1]([CH2:2][CH2:3][CH3:4])[c:5]1[n:6][c:7]([CH3:27])[n:8]([CH2:36][C:37](=[O:38])[c:39]2[cH:40][cH:41][cH:42][cH:43][cH:44]2)[c:9](=[O:26])[c:10]1[CH2:11][c:12]1[cH:13][cH:14][c:15](-[c:18]2[c:19]([C:24]#[N:25])[cH:20][cH:21][cH:22][cH:23]2)[cH:16][cH:17]1. The reactants are ClCCCBr, CCOC(=O)CC(C)(C)C(=O)c1ccc(O)cc1, CC#N, [K+], [K+], O=C([O-])[O-]. Product: CCOC(=O)CC(C)(C)C(=O)c1ccc(OCCCCl)cc1. Reaction SMILES: [Br:19][CH2:20][CH2:21][CH2:22][Cl:23].[CH2:1]([CH3:2])[O:3][C:4]([CH2:5][C:6]([C:7](=[O:8])[c:9]1[cH:10][cH:11][c:12]([OH:15])[cH:13][cH:14]1)([CH3:16])[CH3:17])=[O:18].[CH3:30][C:31]#[N:32].[K+:24].[K+:25].[O-:26][C:27]([O-:28])=[O:29]>>[CH2:1]([CH3:2])[O:3][C:4]([CH2:5][C:6]([C:7](=[O:8])[c:9]1[cH:10][cH:11][c:12]([O:15][CH2:20][CH2:21][CH2:22][Cl:23])[cH:13][cH:14]1)([CH3:16])[CH3:17])=[O:18]. The reactants are C(C)(=O)O (Acetic acid), C(C1=CC=CC=C1)OC1=C(C(=O)NC2=C(C(=O)OC(C)(C)C)C=CC(=C2)C2=CC=CC=C2)C=C(C=C1)C=1C=NC=CC1 (tert-butyl 2-(2-(benzyloxy)-5-(pyridin-3-yl)benzamido)-4-phenylbenzoate). Reagents/catalysts: [C].[Pd] (palladium-carbon), [C].[Pd] (palladium-carbon), [C].[Pd] (palladium-carbon). The solvent is C(C)(=O)OCC (ethyl acetate), CO (methanol). Reaction conditions: time 30 minute. Yields the product OC1=C(C(=O)NC2=C(C(=O)O)C=CC(=C2)C2=CC=CC=C2)C=C(C=C1)C=1C=NC=CC1 (2-(2-hydroxy-5-(pyridin-3-yl)benzamido)-4-phenylbenzoic acid). Yield: 67.8%. RXN SMILES: C([O:8][C:9]1[CH:36]=[CH:35][C:34]([C:37]2[CH:38]=[N:39][CH:40]=[CH:41][CH:42]=2)=[CH:33][C:10]=1[C:11]([NH:13][C:14]1[CH:26]=[C:25]([C:27]2[CH:32]=[CH:31][CH:30]=[CH:29][CH:28]=2)[CH:24]=[CH:23][C:15]=1[C:16]([O:18]C(C)(C)C)=[O:17])=[O:12])C1C=CC=CC=1.C(O)(=O)C>C(OCC)(=O)C.CO.[C].[Pd]>[OH:8][C:9]1[CH:36]=[CH:35][C:34]([C:37]2[CH:38]=[N:39][CH:40]=[CH:41][CH:42]=2)=[CH:33][C:10]=1[C:11]([NH:13][C:14]1[CH:26]=[C:25]([C:27]2[CH:32]=[CH:31][CH:30]=[CH:29][CH:28]=2)[CH:24]=[CH:23][C:15]=1[C:16]([OH:18])=[O:17])=[O:12] |f:4.5|. Procedure: To a solution mixture of the obtained tert-butyl 2-(2-(benzyloxy)-5-(pyridin-3-yl)benzamido)-4-phenylbenzoate (0.14 g) in ethyl acetate (1 mL) and methanol (1 mL), 10% palladium-carbon (14 mg) was added, followed by stirring under a hydrogen atmosphere at room temperature for 1 hour and 30 minutes. To the reaction mixture, 10% palladium-carbon (14 mg) was added. The resulting mixture was stirred under a hydrogen atmosphere at room temperature for 2 hours and 30 minutes. Acetic acid (2 mL) and 10... Reactants: C(C1=CC=CC=C1)OC1=CC=C(C(=O)OC(C(F)(F)F)CCCCCCCC)C=C1 (1,1,1-trifluoro-2-decyl 4-benzyloxybenzoate). Reagents/catalysts: [Pd] (Pd). Solvent: C(C)O (ethanol). The product is OC1=CC=C(C(=O)OC(C(F)(F)F)CCCCCCCC)C=C1 (1,1,1-trifluoro-2-decyl 4-hydroxybenzoate). RXN SMILES: C([O:8][C:9]1[CH:30]=[CH:29][C:12]([C:13]([O:15][CH:16]([CH2:21][CH2:22][CH2:23][CH2:24][CH2:25][CH2:26][CH2:27][CH3:28])[C:17]([F:20])([F:19])[F:18])=[O:14])=[CH:11][CH:10]=1)C1C=CC=CC=1>C(O)C.[Pd]>[OH:8][C:9]1[CH:10]=[CH:11][C:12]([C:13]([O:15][CH:16]([CH2:21][CH2:22][CH2:23][CH2:24][CH2:25][CH2:26][CH2:27][CH3:28])[C:17]([F:18])([F:19])[F:20])=[O:14])=[CH:29][CH:30]=1. Reported procedure: To a solution of the compound obtained in (1) above in ethanol (15 ml) was added 10% Pd carried on carbon (0.36 g), and the mixture was hydrogenated under a hydrogen atmosphere to obtain the titled compound (1.43 g). Starting materials: O=S(=O)(O)Cl, O=C(N1CCN(c2ccccc2)CC1)C(F)(F)F, O. The product is O=C(N1CCN(c2ccc(S(=O)(=O)Cl)cc2)CC1)C(F)(F)F. RXN SMILES: [Cl:19][S:20](=[O:21])(=[O:22])[OH:23].[F:1][C:2]([C:3](=[O:4])[N:5]1[CH2:6][CH2:7][N:8]([c:11]2[cH:12][cH:13][cH:14][cH:15][cH:16]2)[CH2:9][CH2:10]1)([F:17])[F:18].[OH2:24]>>[F:1][C:2]([C:3](=[O:4])[N:5]1[CH2:6][CH2:7][N:8]([c:11]2[cH:12][cH:13][c:14]([S:20]([Cl:19])(=[O:21])=[O:22])[cH:15][cH:16]2)[CH2:9][CH2:10]1)([F:17])[F:18].